Dataset: the Open Reaction Database (ORD), a public repository of structured organic reaction records. Task: describe an organic reaction: reactants, conditions, products, and yield As a reaction SMILES: [CH:1]([C:3]1[CH:13]=[C:12]([CH3:14])[C:6]([C:7]([O:9][CH2:10][CH3:11])=[O:8])=[C:5]([CH3:15])[C:4]=1[NH:16][C:17](=O)[C:18]1[CH:23]=[CH:22][CH:21]=[CH:20][C:19]=1[C:24]([F:27])([F:26])[F:25])=O.[NH3:29]>>[F:26][C:24]([F:25])([F:27])[C:19]1[CH:20]=[CH:21][CH:22]=[CH:23][C:18]=1[C:17]1[N:29]=[CH:1][C:3]2[C:4](=[C:5]([CH3:15])[C:6]([C:7]([O:9][CH2:10][CH3:11])=[O:8])=[C:12]([CH3:14])[CH:13]=2)[N:16]=1. Product: FC(C1=C(C=CC=C1)C1=NC2=C(C(=C(C=C2C=N1)C)C(=O)OCC)C)(F)F (2-(o-trifluoromethylphenyl)-7-ethoxycarbonyl-6,8-dimethylquinazoline). Reported procedure: Instead of the compound of formula (II) used in Example 1, ethyl 4-formyl-2,6-dimethyl-3-(o-trifluoromethylbenzoylamino)benzoate was used and reacted with ammonia in the same way as in Example 1. The reaction product was chromatographed on a silica gel column. The solvent was evaporated, and the residue was recrystallized from ethanol to give 2-(o-trifluoromethylphenyl)-7-ethoxycarbonyl-6,8-dimethylquinazoline having a melting point of 68° to 69° C. in a yield of 15%. Reactants: ( II ), C(=O)C1=C(C(=C(C(=O)OCC)C(=C1)C)C)NC(C1=C(C=CC=C1)C(F)(F)F)=O (ethyl 4-formyl-2,6-dimethyl-3-(o-trifluoromethylbenzoylamino)benzoate), N (ammonia). Yield: 15.0%. Starting materials: C(=O)O.NCCC1=CC=C(NC2CCN(CC2)C(=O)NCCCCCCCC)C=C1 (4-[4-(2-Aminoethyl)anilino]-N-octyl-1-piperidinecarboxamide formate), C(C1=CC=CC=C1)OC=1C=CC(=C2CCC(NC12)=O)OC[C@H]1OC1 (8-(benzyloxy)-5-[(2S)oxiranylmethoxy]-3,4-dihydro-2(1H)-quinolinone). The solvent is C(Cl)(Cl)Cl.CO (chloroform methanol). Yields the product C(CCCCCCC)NC(=O)N1CCC(CC1)NC1=CC=C(C=C1)CCNC[C@@H](COC1=C2CCC(NC2=C(C=C1)O)=O)O (4-(4-[2-[(2S)-2-Hydroxy-3-(8-hydroxy-2-oxo-1,2,3,4-tetrahydro-quinolin-5-yloxy)-propylamino]-ethyl}-phenylamino)-piperidine-1-carboxylicacid octylamide). Yield: 27.1%. As a reaction SMILES: C(O)=O.[NH2:4][CH2:5][CH2:6][C:7]1[CH:30]=[CH:29][C:10]([NH:11][CH:12]2[CH2:17][CH2:16][N:15]([C:18]([NH:20][CH2:21][CH2:22][CH2:23][CH2:24][CH2:25][CH2:26][CH2:27][CH3:28])=[O:19])[CH2:14][CH2:13]2)=[CH:9][CH:8]=1.C([O:38][C:39]1[CH:40]=[CH:41][C:42]([O:50][CH2:51][C@@H:52]2[CH2:54][O:53]2)=[C:43]2[C:48]=1[NH:47][C:46](=[O:49])[CH2:45][CH2:44]2)C1C=CC=CC=1>C(Cl)(Cl)Cl.CO>[CH2:21]([NH:20][C:18]([N:15]1[CH2:16][CH2:17][CH:12]([NH:11][C:10]2[CH:9]=[CH:8][C:7]([CH2:6][CH2:5][NH:4][CH2:54][C@H:52]([OH:53])[CH2:51][O:50][C:42]3[CH:41]=[CH:40][C:39]([OH:38])=[C:48]4[C:43]=3[CH2:44][CH2:45][C:46](=[O:49])[NH:47]4)=[CH:30][CH:29]=2)[CH2:13][CH2:14]1)=[O:19])[CH2:22][CH2:23][CH2:24][CH2:25][CH2:26][CH2:27][CH3:28] |f:0.1,3.4|. Reported procedure: 4-[4-(2-Aminoethyl)anilino]-N-octyl-1-piperidinecarboxamide formate (0.431 g, 1.0 mmol) was reacted with 8-(benzyloxy)-5-[(2S)oxiranylmethoxy]-3,4-dihydro-2(1H)-quinolinone (0.325 g, 1.0 mmol) according to Procedure G (eluant: 20:1 chloroform-methanol) to give the title compound (0.19 g, 0.271 mmol).